Dataset: the Open Reaction Database (ORD), a public repository of structured organic reaction records. Task: describe an organic reaction: reactants, conditions, products, and yield Starting materials: CI, CCO, S=C1NC(c2ccccc2)C(c2ccccc2)N1. The product is I, CSC1=NC(c2ccccc2)C(c2ccccc2)N1. Reaction SMILES: [CH3:19][I:20].[CH3:21][CH2:22][OH:23].[c:1]1([CH:7]2[NH:8][C:9](=[S:18])[NH:10][CH:11]2[c:12]2[cH:13][cH:14][cH:15][cH:16][cH:17]2)[cH:2][cH:3][cH:4][cH:5][cH:6]1>>[IH:20].[c:1]1([CH:7]2[N:8]=[C:9]([S:18][CH3:19])[NH:10][CH:11]2[c:12]2[cH:13][cH:14][cH:15][cH:16][cH:17]2)[cH:2][cH:3][cH:4][cH:5][cH:6]1. Starting materials: BrC1=CC=2C3=C(C=NC2C=C1)N(C(N3C=3C(=NN(C3)CCO)C)=O)C (8-bromo-1-[1-(2-hydroxy-ethyl)-3-methyl-1H-pyrazol-4-yl]-3-methyl-1,3-dihydro-imidazo[4,5-c]quinolin-2-one), COC1=NC=C(C=C1)B(O)O (2-methoxypyridine-5-boronic acid). Yields the product OCCN1N=C(C(=C1)N1C(N(C=2C=NC=3C=CC(=CC3C21)C=2C=NC(=CC2)OC)C)=O)C (1-[1-(2-Hydroxy-ethyl)-3-methyl-1H-pyrazol-4-yl]-8-(6-methoxy-pyridin-3-yl)-3-methyl-1,3-dihydro-imidazo[4,5-c]quinolin-2-one). RXN SMILES: Br[C:2]1[CH:11]=[CH:10][C:9]2[N:8]=[CH:7][C:6]3[N:12]([CH3:25])[C:13](=[O:24])[N:14]([C:15]4[C:16]([CH3:23])=[N:17][N:18]([CH2:20][CH2:21][OH:22])[CH:19]=4)[C:5]=3[C:4]=2[CH:3]=1.[CH3:26][O:27][C:28]1[CH:33]=[CH:32][C:31](B(O)O)=[CH:30][N:29]=1>>[OH:22][CH2:21][CH2:20][N:18]1[CH:19]=[C:15]([N:14]2[C:5]3[C:4]4[CH:3]=[C:2]([C:31]5[CH:30]=[N:29][C:28]([O:27][CH3:26])=[CH:33][CH:32]=5)[CH:11]=[CH:10][C:9]=4[N:8]=[CH:7][C:6]=3[N:12]([CH3:25])[C:13]2=[O:24])[C:16]([CH3:23])=[N:17]1. Procedure details: The title compound was synthesized in a similar manner as described for Example 1.1 using 8-bromo-1-[1-(2-hydroxy-ethyl)-3-methyl-1H-pyrazol-4-yl]-3-methyl-1,3-dihydro-imidazo[4,5-c]quinolin-2-one (Stage 103.1.1, 37.4 mg, 0.093 mmol) and 2-methoxypyridine-5-boronic acid (Aldrich, Buchs, Switzerland, 20 mg, 0.131 mmol) to give the title compound as a white solid. (HPLC: tR 2.42 min (Method A); M+H=431 MS-ES; 1H-NMR (d6-DMSO, 400 MHz) 8.95 (s, 1H), 8.35 (s, 1H), 8.13 (s, 1H), 8.10-8.05 (m, 1H), 7.... Starting materials: O=[Mn]=O, Cc1ccc(S(=O)(=O)NC(Cc2cn(C3CCCc4cc(CO)ccc43)nn2)C(N)=O)cc1. Product: Cc1ccc(S(=O)(=O)NC(Cc2cn(C3CCCc4cc(C=O)ccc43)nn2)C(N)=O)cc1. Reaction SMILES: [O:34]=[Mn:35]=[O:36].[OH:1][CH2:2][c:3]1[cH:4][c:5]2[c:10]([cH:11][cH:12]1)[CH:9]([n:13]1[n:14][n:15][c:16]([CH2:18][CH:19]([C:20](=[O:21])[NH2:22])[NH:23][S:24](=[O:25])(=[O:26])[c:27]3[cH:28][cH:29][c:30]([CH3:33])[cH:31][cH:32]3)[cH:17]1)[CH2:8][CH2:7][CH2:6]2>>[O:1]=[CH:2][c:3]1[cH:4][c:5]2[c:10]([cH:11][cH:12]1)[CH:9]([n:13]1[n:14][n:15][c:16]([CH2:18][CH:19]([C:20](=[O:21])[NH2:22])[NH:23][S:24](=[O:25])(=[O:26])[c:27]3[cH:28][cH:29][c:30]([CH3:33])[cH:31][cH:32]3)[cH:17]1)[CH2:8][CH2:7][CH2:6]2. The reactants are O=C([O-])[O-], CC(C)I, CC(C)=O, [K+], [K+], CC(=O)c1cccc(O)c1. Yields the product CC(=O)c1cccc(OC(C)C)c1. As a reaction SMILES: [C:11](=[O:12])([O-:13])[O-:14].[CH3:17][CH:18]([CH3:19])[I:20].[CH3:21][C:22](=[O:23])[CH3:24].[K+:15].[K+:16].[OH:1][c:2]1[cH:3][c:4]([C:8]([CH3:9])=[O:10])[cH:5][cH:6][cH:7]1>>[O:1]([c:2]1[cH:3][c:4]([C:8]([CH3:9])=[O:10])[cH:5][cH:6][cH:7]1)[CH:18]([CH3:17])[CH3:19]. Starting materials: CN1CCN(CC1)C1=C(C(=C2C(C(=CN(C2=C1C)C1CC1)C(=O)OCC)=O)C)F (ethyl 7-(4-methyl-1-piperazinyl)-1-cyclopropyl-6-fluoro-5, 8-dimethyl-1,4-dihydro-4-oxoquinoline-3-carboxylate), aqueous solution, [OH-].[Na+] (sodium hydroxide), C(C)O (ethanol). Run in O (water). Yields the product CN1CCN(CC1)C1=C(C(=C2C(C(=CN(C2=C1C)C1CC1)C(=O)O)=O)C)F (7-(4-methyl-1-piperazinyl)-1-cyclopropyl-6-fluoro-5, 8-dimethyl-1,4-dihydro-4-oxoquinoline-3-carboxylic acid). The yield is 60.2%. Reaction SMILES: [CH3:1][N:2]1[CH2:7][CH2:6][N:5]([C:8]2[C:17]([CH3:18])=[C:16]3[C:11]([C:12](=[O:27])[C:13]([C:22]([O:24]CC)=[O:23])=[CH:14][N:15]3[CH:19]3[CH2:21][CH2:20]3)=[C:10]([CH3:28])[C:9]=2[F:29])[CH2:4][CH2:3]1.[OH-].[Na+].C(O)C>O>[CH3:1][N:2]1[CH2:7][CH2:6][N:5]([C:8]2[C:17]([CH3:18])=[C:16]3[C:11]([C:12](=[O:27])[C:13]([C:22]([OH:24])=[O:23])=[CH:14][N:15]3[CH:19]3[CH2:20][CH2:21]3)=[C:10]([CH3:28])[C:9]=2[F:29])[CH2:4][CH2:3]1 |f:1.2|. Procedure details: To ethyl 7-(4-methyl-1-piperazinyl)-1-cyclopropyl-6-fluoro-5, 8-dimethyl-1,4-dihydro-4-oxoquinoline-3-carboxylate (25 mg) are added 10% aqueous solution of sodium hydroxide (3 ml) and ethanol (3 ml), and the mixture is refluxed for 1 hour. After cooling, the reaction mixture is diluted with water and washed with dichloromethane. The aqueous layer is made acidic with acetic acid and then made weak alkaline with an aqueous sodium hydrogen carbonate. The resultant is extracted with dichloromethane ... Starting materials: CCCCCC(=O)N1CCNCC1, O=C([O-])[O-], Cc1c(CCl)nc2ccccc2c1OCc1ccccc1, [K+], [K+], CN(C)C=O, O. Yields the product CCCCCC(=O)N1CCN(Cc2nc3ccccc3c(OCc3ccccc3)c2C)CC1. RXN SMILES: [C:22]([CH2:23][CH2:24][CH2:25][CH2:26][CH3:27])(=[O:28])[N:29]1[CH2:30][CH2:31][NH:32][CH2:33][CH2:34]1.[C:35](=[O:36])([O-:37])[O-:38].[CH2:1]([c:2]1[cH:3][cH:4][cH:5][cH:6][cH:7]1)[O:8][c:9]1[c:10]([CH3:21])[c:11]([CH2:19][Cl:20])[n:12][c:13]2[cH:14][cH:15][cH:16][cH:17][c:18]12.[K+:39].[K+:40].[O:41]=[CH:42][N:43]([CH3:44])[CH3:45].[OH2:46]>>[CH2:1]([c:2]1[cH:3][cH:4][cH:5][cH:6][cH:7]1)[O:8][c:9]1[c:10]([CH3:21])[c:11]([CH2:19][N:32]2[CH2:31][CH2:30][N:29]([C:22]([CH2:23][CH2:24][CH2:25][CH2:26][CH3:27])=[O:28])[CH2:34][CH2:33]2)[n:12][c:13]2[cH:14][cH:15][cH:16][cH:17][c:18]12. Reactants: BrCCOCCBr, O=C([O-])[O-], CCOC(C)=O, [K+], [K+], CC1CCC(c2cccc(N)c2)(N2CCN(c3ccccc3)CC2)CC1, CN(C)C=O. Yields the product CC1CCC(c2cccc(N3CCOCC3)c2)(N2CCN(c3ccccc3)CC2)CC1. RXN SMILES: [Br:27][CH2:28][CH2:29][O:30][CH2:31][CH2:32][Br:33].[C:34](=[O:35])([O-:36])[O-:37].[CH3:45][CH2:46][O:47][C:48](=[O:49])[CH3:50].[K+:38].[K+:39].[NH2:1][c:2]1[cH:3][c:4]([C:8]2([N:15]3[CH2:16][CH2:17][N:18]([c:21]4[cH:22][cH:23][cH:24][cH:25][cH:26]4)[CH2:19][CH2:20]3)[CH2:9][CH2:10][CH:11]([CH3:14])[CH2:12][CH2:13]2)[cH:5][cH:6][cH:7]1.[O:40]=[CH:41][N:42]([CH3:43])[CH3:44]>>[N:1]1([c:2]2[cH:3][c:4]([C:8]3([N:15]4[CH2:16][CH2:17][N:18]([c:21]5[cH:22][cH:23][cH:24][cH:25][cH:26]5)[CH2:19][CH2:20]4)[CH2:9][CH2:10][CH:11]([CH3:14])[CH2:12][CH2:13]3)[cH:5][cH:6][cH:7]2)[CH2:28][CH2:29][O:30][CH2:31][CH2:32]1. Starting materials: ClC1=NC=C(C(=N1)Cl)[N+](=O)[O-] (2,4-dichloro-5-nitropyrimidine), C1(CCCC1)N (cyclopentylamine). Solvent: C1CCOC1 (THF), C1CCOC1 (THF). Reaction conditions: time 10 minute. Product: ClC1=NC=C(C(=N1)NC1CCCC1)[N+](=O)[O-] (2-Chloro-4-(cyclopentylamino)-5-nitropyrimidine). Isolated yield 85.2%. As a reaction SMILES: [Cl:1][C:2]1[N:7]=[C:6](Cl)[C:5]([N+:9]([O-:11])=[O:10])=[CH:4][N:3]=1.[CH:12]1([NH2:17])[CH2:16][CH2:15][CH2:14][CH2:13]1>C1COCC1>[Cl:1][C:2]1[N:7]=[C:6]([NH:17][CH:12]2[CH2:16][CH2:15][CH2:14][CH2:13]2)[C:5]([N+:9]([O-:11])=[O:10])=[CH:4][N:3]=1. Reported procedure: To a solution of 5.82 g (30 mmol) of 2,4-dichloro-5-nitropyrimidine (N. Whittaker, J. Chem. Soc., 1951:1565–1570) in 100 mL THF at −78° C. is added dropwise over 5 minutes a solution of 5.11 g (60 mmol) of cyclopentylamine in 20 mL THF. After a further 10 minutes at −78° C., the mixture is allowed to warm to room temperature, and the solvent is removed under vacuum. The residue is then extracted into EtOAc, washed with water, and dried with Na2SO4. Removal of the solvent and chromatography on Si... Starting materials: BrC=1C(=C(C(=C(C(=O)O)C1)NC1=C(C=CC=C1)Cl)F)F (5-bromo-3,4-difluoro-2-((2-chlorophenyl)amino)benzoic acid), S(=O)(Cl)Cl (thionyl chloride), CO (MeOH). Run at temperature 85 celsius, time 8 hour. Product: BrC=1C(=C(C(=C(C(=O)OC)C1)NC1=C(C=CC=C1)Cl)F)F (methyl 5-bromo-3,4-difluoro-2-((2-chlorophenyl)amino)benzoate). Isolated yield 85.8%. As a reaction SMILES: [Br:1][C:2]1[C:3]([F:20])=[C:4]([F:19])[C:5]([NH:11][C:12]2[CH:17]=[CH:16][CH:15]=[CH:14][C:13]=2[Cl:18])=[C:6]([CH:10]=1)[C:7]([OH:9])=[O:8].S(Cl)(Cl)=O.[CH3:25]O>>[Br:1][C:2]1[C:3]([F:20])=[C:4]([F:19])[C:5]([NH:11][C:12]2[CH:17]=[CH:16][CH:15]=[CH:14][C:13]=2[Cl:18])=[C:6]([CH:10]=1)[C:7]([O:9][CH3:25])=[O:8]. Reported procedure: To a solution of 5-bromo-3,4-difluoro-2-((2-chlorophenyl)amino)benzoic acid (25.63 g, 70.69 mmol) in MeOH (300 mL) was added thionyl chloride (20 mL). The resulting solution was stirred at 85° C. overnight. Most MeOH was removed in vacuo. The residue was neutralized with saturated sodium bicarbonate (aq.) and extracted with ethyl acetate (100 mL×3). The combined organic layer was washed with water (100 mL) and brine (100 mL) sequentially, dried over Na2SO4, filtered and concentrated. After purif... RXN SMILES: [CH3:1][NH:2][CH2:3][CH2:4][OH:5].[C:6](#[N:9])[CH:7]=[CH2:8]>O>[C:6]([CH2:7][CH2:8][N:2]([CH2:3][CH2:4][OH:5])[CH3:1])#[N:9]. Yields the product C(#N)CCN(C)CCO (2-cyanoethyl-2-hydroxyethylmethylamine). Reactants: CNCCO (2-methylaminoethanol), C(C=C)#N (acrylonitrile), C(C=C)#N (acrylonitrile), C(C=C)#N (acrylonitrile), C(C=C)#N (acrylonitrile). Reported procedure: 1000.0 grams (13.31 moles) of 2-methylaminoethanol was placed in a 3000 milliliter 3-neck flask equipped with a stirrer, a condenser, an addition funnel, and a thermometer. 50.0 grams of distilled water was charged to the flask, and 705.4 grams (13.31 moles) of acrylonitrile was charged to the addition funnel (875.2 ml). The acrylonitrile was added dropwise slowly over 55 minutes, during which time the flask was air-cooled and the contents of the flask increased in temperature to about 75° C. Th... Reaction conditions: temperature 75 celsius, time 2.75 hour. Solvent: O (water).